Dataset: the Open Reaction Database (ORD), a public repository of structured organic reaction records. Task: describe an organic reaction: reactants, conditions, products, and yield Starting materials: [I-].[Na+] (sodium iodide), C(C)#N (acetonitrile), C(CCCCCCCCC)[Si](CCCCl)(C)C (n-decyl-dimethyl (3-chloropropyl)-silane), O (water). Run in C1(=CC=CC=C1)C (toluene). Yields the product C(CCCCCCCCC)[Si](CCCI)(C)C (n-Decyl-dimethyl-(3-iodopropyl)-silane). As a reaction SMILES: [I-:1].[Na+].C(#N)C.[CH2:6]([Si:16]([CH3:22])([CH3:21])[CH2:17][CH2:18][CH2:19]Cl)[CH2:7][CH2:8][CH2:9][CH2:10][CH2:11][CH2:12][CH2:13][CH2:14][CH3:15].O>C1(C)C=CC=CC=1>[CH2:6]([Si:16]([CH3:22])([CH3:21])[CH2:17][CH2:18][CH2:19][I:1])[CH2:7][CH2:8][CH2:9][CH2:10][CH2:11][CH2:12][CH2:13][CH2:14][CH3:15] |f:0.1|. Procedure details: A mixture of 25.0 g (166 mmoles) of sodium iodide, 120 ml. of acetonitrile (dried over molecular sieves) and 26.4 g (95.4 mmoles) of n-decyl-dimethyl (3-chloropropyl)-silane is stirred at near the reflux temperature of the mixture (at about 80°) for 40 hrs. After cooling, the mixture is mixed with water and toluene, and the organic phase recovered, washed thrice with water, then dried and concentrated (to about 40 ml) of an oil which on distillation using a Kugelrohr apparatus yields as the main... Starting materials: CC=1C(=C(C(=O)OCC=C)C=CC1)[N+](=O)[O-] (allyl 3-methyl-2-nitrobenzoate), CC1=C(C(=O)OCC=C)C(=CC=C1)[N+](=O)[O-] (allyl 2-methyl-6-nitrobenzoate). Yields the product NC1=C(C(=O)OCC=C)C(=CC=C1)C (allyl 2-amino-6-methylbenzoate). Reaction SMILES: CC1C([N+]([O-])=O)=C(C=CC=1)C(OCC=C)=O.[CH3:17][C:18]1[CH:29]=[CH:28][CH:27]=[C:26]([N+:30]([O-])=O)[C:19]=1[C:20]([O:22][CH2:23][CH:24]=[CH2:25])=[O:21]>>[NH2:30][C:26]1[CH:27]=[CH:28][CH:29]=[C:18]([CH3:17])[C:19]=1[C:20]([O:22][CH2:23][CH:24]=[CH2:25])=[O:21]. Reported procedure: The above nitro compound was reduced by the method described in example 6, for the reduction of allyl 2-methyl-6-nitrobenzoate, to give allyl 2-amino-6-methylbenzoate. The reactants are C(C)(C)(C)OC(=O)N1C[C@H](OCC1)CC1=CC(=C(C=C1)OC)Br ((R)-2-(3-bromo-4-methoxy-benzyl)-morpholine-4-carboxylic acid tert-butyl ester), COCCOC (1,2-dimethoxyethane), [Cl-].[Li+] (lithium chloride), C(CCC)[Sn](C=C)(CCCC)CCCC (tributyl(vinyl)tin), [OH-].[Na+] (sodium hydroxide). Product: C(C)(C)(C)OC(=O)N1C[C@H](OCC1)CC1=CC(=C(C=C1)OC)C=C ((R)-2-(4-Methoxy-3-vinyl-benzyl)-morpholine-4-carboxylic acid tert-butyl ester). The yield is 83.0%. Reaction SMILES: [C:1]([O:5][C:6]([N:8]1[CH2:13][CH2:12][O:11][C@H:10]([CH2:14][C:15]2[CH:20]=[CH:19][C:18]([O:21][CH3:22])=[C:17](Br)[CH:16]=2)[CH2:9]1)=[O:7])([CH3:4])([CH3:3])[CH3:2].CO[CH2:26][CH2:27]OC.[Cl-].[Li+].C([Sn](CCCC)(CCCC)C=C)CCC.[OH-].[Na+]>>[C:1]([O:5][C:6]([N:8]1[CH2:13][CH2:12][O:11][C@H:10]([CH2:14][C:15]2[CH:20]=[CH:19][C:18]([O:21][CH3:22])=[C:17]([CH:26]=[CH2:27])[CH:16]=2)[CH2:9]1)=[O:7])([CH3:4])([CH3:3])[CH3:2] |f:2.3,5.6|. Reported procedure: To the solution of 0.5 g (1.3 mmol) (R)-2-(3-bromo-4-methoxy-benzyl)-morpholine-4-carboxylic acid tert-butyl ester (see Example 9) in 15 mL 1,2-dimethoxyethane 45 mg (39 μmol) tetrakis(triphenylphosphine)palladium(0) and 0.17 g (3.9 mmol) lithium chloride were added. After the addition of 0.45 mL tributyl(vinyl)tin the reaction was stirred under reflux for 23 h. After cooling down to room temperature the reaction suspension was poured on 1N aqueous sodium hydroxide solution and was extracted thr... Starting materials: CC(=O)OC(C)=O, Cc1ccccc1, Fc1ccc(-c2cc3cccc(Cl)n3n2)cc1. Product: CC(=O)c1c(-c2ccc(F)cc2)nn2c(Cl)cccc12. RXN SMILES: [CH3:18][C:19](=[O:20])[O:21][C:22](=[O:23])[CH3:24].[CH3:25][c:26]1[cH:27][cH:28][cH:29][cH:30][cH:31]1.[Cl:1][c:2]1[cH:3][cH:4][cH:5][c:6]2[n:7]1[n:8][c:9](-[c:11]1[cH:12][cH:13][c:14]([F:17])[cH:15][cH:16]1)[cH:10]2>>[Cl:1][c:2]1[cH:3][cH:4][cH:5][c:6]2[n:7]1[n:8][c:9](-[c:11]1[cH:12][cH:13][c:14]([F:17])[cH:15][cH:16]1)[c:10]2[C:19]([CH3:18])=[O:20].